This data is from the Open Reaction Database (ORD), a public repository of structured organic reaction records. The task is: describe an organic reaction: reactants, conditions, products, and yield The reactants are CC(=O)OCC1CC=CC(C#N)O1, CC(=O)OCC1C=CCC(C#N)O1, CCOC(C)=O. The product is CC(=O)OCC1CCCC(C#N)O1. As a reaction SMILES: [C:14]([O:15][CH2:16][CH:17]1[CH2:18][CH:19]=[CH:20][CH:21]([C:22]#[N:23])[O:24]1)(=[O:25])[CH3:26].[C:1]([CH3:2])(=[O:3])[O:4][CH2:5][CH:6]1[O:7][CH:8]([C:12]#[N:13])[CH2:9][CH:10]=[CH:11]1.[CH3:27][CH2:28][O:29][C:30](=[O:31])[CH3:32]>>[C:1]([CH3:2])(=[O:3])[O:4][CH2:5][CH:6]1[O:7][CH:8]([C:12]#[N:13])[CH2:9][CH2:10][CH2:11]1. The reactants are CCCCc1nc(C)c(Br)c(=O)n1Cc1ccc(-c2ccccc2C#N)cc1, O=C([O-])[O-], C1COCCO1, CCOC(C)=O, [Cs+], [Cs+], OB(O)c1ccc2c(c1)CCO2. Yields the product CCCCc1nc(C)c(-c2ccc3c(c2)CCO3)c(=O)n1Cc1ccc(-c2ccccc2C#N)cc1. Reaction SMILES: [Br:1][c:2]1[c:3]([CH3:28])[n:4][c:5]([CH2:24][CH2:25][CH2:26][CH3:27])[n:6]([CH2:9][c:10]2[cH:11][cH:12][c:13](-[c:16]3[c:17]([C:22]#[N:23])[cH:18][cH:19][cH:20][cH:21]3)[cH:14][cH:15]2)[c:7]1=[O:8].[C:41](=[O:42])([O-:43])[O-:44].[CH2:47]1[O:48][CH2:49][CH2:50][O:51][CH2:52]1.[CH3:53][CH2:54][O:55][C:56](=[O:57])[CH3:58].[Cs+:45].[Cs+:46].[O:29]1[CH2:30][CH2:31][c:32]2[c:33]1[cH:34][cH:35][c:36]([B:38]([OH:39])[OH:40])[cH:37]2>>[c:2]1(-[c:36]2[cH:35][cH:34][c:33]3[c:32]([cH:37]2)[CH2:31][CH2:30][O:29]3)[c:3]([CH3:28])[n:4][c:5]([CH2:24][CH2:25][CH2:26][CH3:27])[n:6]([CH2:9][c:10]2[cH:11][cH:12][c:13](-[c:16]3[c:17]([C:22]#[N:23])[cH:18][cH:19][cH:20][cH:21]3)[cH:14][cH:15]2)[c:7]1=[O:8]. Reactants: COC(=O)CCc1cc(-c2ccc(OCc3ccccc3)cc2)n(C2CCCCC2)n1, C1CCOC1, CO, [Li+], [OH-]. Product: O=C(O)CCc1cc(-c2ccc(OCc3ccccc3)cc2)n(C2CCCCC2)n1. RXN SMILES: [CH2:1]([c:2]1[cH:3][cH:4][cH:5][cH:6][cH:7]1)[O:8][c:9]1[cH:10][cH:11][c:12](-[c:15]2[cH:16][c:17]([CH2:26][CH2:27][C:28](=[O:29])[O:30][CH3:31])[n:18][n:19]2[CH:20]2[CH2:21][CH2:22][CH2:23][CH2:24][CH2:25]2)[cH:13][cH:14]1.[CH2:36]1[O:37][CH2:38][CH2:39][CH2:40]1.[CH3:34][OH:35].[Li+:33].[OH-:32]>>[CH2:1]([c:2]1[cH:3][cH:4][cH:5][cH:6][cH:7]1)[O:8][c:9]1[cH:10][cH:11][c:12](-[c:15]2[cH:16][c:17]([CH2:26][CH2:27][C:28](=[O:29])[OH:30])[n:18][n:19]2[CH:20]2[CH2:21][CH2:22][CH2:23][CH2:24][CH2:25]2)[cH:13][cH:14]1. Starting materials: [OH-].[K+] (potassium hydroxide), OC=1C=C(C(=O)NN)C=CC1O (3,4-dihydroxybenzohydrazide), C(=S)=S (carbon disulfide). Run in O (water), C(C)O (ethanol). Conditions: time 1.5 hour. Product: SC=1OC(=NN1)C1=CC(=C(C=C1)O)O (2-mercapto-5-(3,4-dihydroxyphenyl)-1,3,4-oxadiazole). Yield: 86.3%. As a reaction SMILES: [OH-].[K+].[OH:3][C:4]1[CH:5]=[C:6]([CH:11]=[CH:12][C:13]=1[OH:14])[C:7]([NH:9][NH2:10])=[O:8].[C:15](=S)=[S:16]>O.C(O)C>[SH:16][C:15]1[O:8][C:7]([C:6]2[CH:11]=[CH:12][C:13]([OH:14])=[C:4]([OH:3])[CH:5]=2)=[N:9][N:10]=1 |f:0.1|. Procedure details: 19.8 g (0.353 mol) of potassium hydroxide was dissolved in 5.1 ml of water and 830 ml of ethanol, and 39.6 g (0.236 mol) of 3,4-dihydroxybenzohydrazide and 99 ml (1.65 mol) of carbon disulfide was added thereto. The mixture was heated for 24 hours under reflux. The reaction solution was stirred for 1.5 hours under cooling with ice. The precipitated crystals were collected by filtration and washed with 200 ml of ethanol. The crystals were dissolved in 3 liter of water and adjusted to pH1.5 with 6...